From a dataset of the Open Reaction Database (ORD), a public repository of structured organic reaction records. describe an organic reaction: reactants, conditions, products, and yield Starting materials: FC=1C=CC2=C([C@@H](CC3=C(S2)C=CC(=C3)C)N3CCNCC3)C1 ((R)-1-(8-fluoro-10,11-dihydro-2-methyl-dibenzo[b,f]thiepin-10-yl)-piperazine), 0.57-M, CS(=O)(=O)O (methanesulfonic acid). Product: FC=1C=CC2=C(C(CC3=C(S2)C=CC(=C3)C)O)C1 (racemic 8-fluoro-10,11-dihydro-2-methyl-dibenzo[b,f]thiepin-10-ol). Reaction SMILES: [F:1][C:2]1[CH:3]=[CH:4][C:5]2[S:11][C:10]3[CH:12]=[CH:13][C:14]([CH3:16])=[CH:15][C:9]=3[CH2:8][C@@H:7](N3CCNCC3)[C:6]=2[CH:23]=1.CS(O)(=O)=[O:26]>>[F:1][C:2]1[CH:3]=[CH:4][C:5]2[S:11][C:10]3[CH:12]=[CH:13][C:14]([CH3:16])=[CH:15][C:9]=3[CH2:8][CH:7]([OH:26])[C:6]=2[CH:23]=1. Reported procedure: 2.3 G. of enriched (R)-1-(8-fluoro-10,11-dihydro-2-methyl-dibenzo[b,f]thiepin-10-yl)-piperazine [αD = -25.0° (chloroform; c = 2.50%)] are heated to reflux with stirring for 24 hours in 0.57-M methanesulfonic acid and worked up in a manner analogous to that described in Example 13. For purification, the benzene extract is chromatographed on silica gel (0.2-0.5 mm) with chloroform. The eluted oily racemic 8-fluoro-10,11-dihydro-2-methyl-dibenzo[b,f]thiepin-10-ol melts at 90.5° C. after recrystalli... The reactants are N1(N=CN=C1)CC1=CC=C(N)C=C1 (4-(1,2,4-triazol-1-ylmethyl)aniline), N=1N=CN(C1)C=1C=C2C(=CNC2=CC1)CCO (2-[5-(1,2,4-triazol-4-yl)-1H-indol-3-yl]ethyl alcohol), D4. The solvent is CO (MeOH). The product is N1(N=CN=C1)CC=1C=C2C(=CNC2=CC1)CCO (2-[5-(1,2,4-Triazol-1-ylmethyl)-1H-indol-3-yl]ethyl alcohol). Reaction SMILES: [N:1]1([CH2:6][C:7]2[CH:13]=[CH:12][C:10]([NH2:11])=[CH:9][CH:8]=2)[CH:5]=[N:4][CH:3]=[N:2]1.N1N=CN(C2C=[C:21]3C(=CC=2)NC=[C:22]3[CH2:28][CH2:29][OH:30])C=1>CO>[N:1]1([CH2:6][C:7]2[CH:13]=[C:12]3[C:10](=[CH:9][CH:8]=2)[NH:11][CH:21]=[C:22]3[CH2:28][CH2:29][OH:30])[CH:5]=[N:4][CH:3]=[N:2]1. Reported procedure: Prepared from 4-(1,2,4-triazol-1-ylmethyl)aniline (EP497512) as described for Intermediate 3, δ (250 MHz, D4 -MeOH) 2.96 (2H, t, J=7.2 Hz, CH2), 3.80 (2H, t, J=7.2 Hz, CH2), 5.46 (2H, s, CH2), 7.08 (1H, dd, J=1.7 and 8.6 Hz, Ar--H), 7.11 (1H, s, Ar--H), 7.33 (1H, d, J=8.6 Hz, Ar--H), 7.58-7.59 (1H, d, J=1.7 Hz, Ar--H), 7.97 (1H, s, Ar--H), 8.44 (1H, s, Ar--H). Conditions: temperature 200 celsius, time 20 hour. Reported procedure: A mixture of 3-Hydroxypyrone (obtained by the procedure of R. H. Wiley and C. H. Jorboe, J. Am. Chem. Soc., 78, 2398, (1956), 5.0 g, 0.045 mol) and ethyl 6-methoxy-6-methyl-2-heptenoate (8.9 g, 0.045 mol) were dissolved in toluene (15 mL) and heated in a sealed vessel for 7 hours at 200° C. After cooling 5% Pd/C (1.0 g) and methanol (50 mL) were added and the vessel was pressurized with hydrogen gas (200 psi). After stirring 20 hours the mixture was filtered and concentrated to the residue. The ... RXN SMILES: [OH:1][C:2]1C(=O)O[CH:5]=[CH:6][CH:7]=1.[CH3:9][O:10][C:11]([CH3:22])([CH3:21])[CH2:12][CH2:13][CH:14]=[CH:15][C:16]([O:18][CH2:19][CH3:20])=[O:17].CO.[H][H]>C1(C)C=CC=CC=1.[Pd]>[C:16]([CH:15]1[CH:14]([CH2:13][CH2:12][C:11]([O:10][CH3:9])([CH3:21])[CH3:22])[CH2:5][CH2:6][CH2:7][C:2]1=[O:1])([O:18][CH2:19][CH3:20])=[O:17]. The product is C(=O)(OCC)C1C(CCCC1CCC(C)(C)OC)=O (2-Carbethoxy-3-(3-methoxy-3-methylbut-1-yl)cyclohexanone). Reagents/catalysts: [Pd] (Pd/C). The solvent is C1(=CC=CC=C1)C (toluene). The reactants are OC=1C(OC=CC1)=O (3-Hydroxypyrone), COC(CCC=CC(=O)OCC)(C)C (ethyl 6-methoxy-6-methyl-2-heptenoate), [H][H] (hydrogen), CO (methanol).